Dataset: the Open Reaction Database (ORD), a public repository of structured organic reaction records. Task: describe an organic reaction: reactants, conditions, products, and yield Product: C(C)(C)N (isopropylamine), N[C@@H](CC1=CC=CC=C1)[C@H](C[C@H](CC1=CC=CC=C1)N)O ((2S,3S,5S)-2,5-Diamino-1,6-diphenyl-3-hydroxyhexane). Procedure details: A suspension of 32 g of the crude resultant compound of Example 1 E and 55.5 g (176 mmol) of barium hydroxide octahydrate in 400 ml of 1,4-dioxane and 400 ml of water was heated at reflux for 4 h. The resulting mixture was filtered, and the residue was rinsed with dioxane. The combined filtrates were concentrated to a volume of approximately 200 ml and extracted with four 400 ml portions of chloroform. The combined organic layers were dried over Na2SO4, filtered, and concentrated in vacuo. The r... Starting materials: C(C1=CC=CC=C1)OC(=O)N[C@@H](CC1=CC=CC=C1)[C@H](C[C@H](CC1=CC=CC=C1)NC(=O)OCC1=CC=CC=C1)O ((2S,3S,5S)-2,5-Bis-(N(((benzyl)oxy)carbonyl)amino)-1,6-diphenyl-3-hydroxyhexane), O.O.O.O.O.O.O.O.[OH-].[Ba+2].[OH-] (barium hydroxide octahydrate). As a reaction SMILES: C(OC([NH:11][C@H:12]([C@@H:20]([OH:41])[CH2:21][C@@H:22]([NH:30]C(OCC1C=CC=CC=1)=O)[CH2:23][C:24]1[CH:29]=[CH:28][CH:27]=[CH:26][CH:25]=1)[CH2:13][C:14]1[CH:19]=[CH:18][CH:17]=[CH:16][CH:15]=1)=O)C1C=CC=CC=1.O.O.O.O.O.O.O.O.[OH-].[Ba+2].[OH-]>O1CCOCC1.O>[CH:12]([NH2:11])([CH3:20])[CH3:13].[NH2:11][C@H:12]([C@@H:20]([OH:41])[CH2:21][C@@H:22]([NH2:30])[CH2:23][C:24]1[CH:29]=[CH:28][CH:27]=[CH:26][CH:25]=1)[CH2:13][C:14]1[CH:19]=[CH:18][CH:17]=[CH:16][CH:15]=1 |f:1.2.3.4.5.6.7.8.9.10.11|. The solvent is O1CCOCC1 (1,4-dioxane), O (water). Yield: 122.7%.